This data is from the Open Reaction Database (ORD), a public repository of structured organic reaction records. The task is: describe an organic reaction: reactants, conditions, products, and yield Reactants: C(#N)C1(C(C1C1=CC=CC=C1)(C)C)C(=O)OCC (Ethyl 1-Cyano-2,2-dimethyl-3-phenylcyclopropanecarboxylate), C([O-])(O)=O.[Na+] (sodium bicarbonate), O (water). The solvent is C(CCO)O (1,3-propanediol). Conditions: time 45 minute. Yields the product CC1(C(C1C1=CC=CC=C1)C#N)C (2,2-Dimethyl-3-phenylcyclopropanecarbonitrile). The yield is 95.5%. RXN SMILES: [C:1]([C:3]1(C(OCC)=O)[CH:5]([C:6]2[CH:11]=[CH:10][CH:9]=[CH:8][CH:7]=2)[C:4]1([CH3:13])[CH3:12])#[N:2].C(=O)(O)[O-].[Na+].O>C(O)CCO>[CH3:12][C:4]1([CH3:13])[CH:5]([C:6]2[CH:11]=[CH:10][CH:9]=[CH:8][CH:7]=2)[CH:3]1[C:1]#[N:2] |f:1.2|. Reported procedure: A mixture of 234 mg (0.96 mmole) of cyclopropanoid cyanoester 10 (produced in accordance with Example VIII), 174 mg (2.1 mmoles) of sodium bicarbonate, and 35 mg of water in 2.0 mL of 1,3-propanediol was heated at reflux, protected from atmospheric moisture, for 45 minutes. The product was isolated by diluting the cooled mixture with 25 mL of saturated brine and extraction with ether. The ether extracts were washed in successive order with 20 mL of 1:1 (v/v) 1M aqueous NaOH:saturated brine and 2...